This data is from the Open Reaction Database (ORD), a public repository of structured organic reaction records. The task is: describe an organic reaction: reactants, conditions, products, and yield Reactants: CO, Clc1cccc(Nc2nccc(-c3cn(C(c4ccccc4)(c4ccccc4)c4ccccc4)cn3)n2)c1, Cl. The product is Clc1cccc(Nc2nccc(-c3cnc[nH]3)n2)c1. As a reaction SMILES: [CH3:39][OH:40].[Cl:1][c:2]1[cH:3][c:4]([NH:5][c:6]2[n:7][cH:8][cH:9][c:10](-[c:12]3[n:13][cH:14][n:15]([C:17]([c:18]4[cH:19][cH:20][cH:21][cH:22][cH:23]4)([c:24]4[cH:25][cH:26][cH:27][cH:28][cH:29]4)[c:30]4[cH:31][cH:32][cH:33][cH:34][cH:35]4)[cH:16]3)[n:11]2)[cH:36][cH:37][cH:38]1.[ClH:41]>>[Cl:1][c:2]1[cH:3][c:4]([NH:5][c:6]2[n:7][cH:8][cH:9][c:10](-[c:12]3[nH:13][cH:14][n:15][cH:16]3)[n:11]2)[cH:36][cH:37][cH:38]1. Reactants: COC(=O)COc1ccc(SCC=C(c2ccc(Br)cc2)c2ccc(Br)cc2)cc1Cl, CCO, Cl, [Na+], [OH-]. Yields the product O=C(O)COc1ccc(SCC=C(c2ccc(Br)cc2)c2ccc(Br)cc2)cc1Cl. RXN SMILES: [CH3:1][O:2][C:3]([CH2:4][O:5][c:6]1[c:7]([Cl:30])[cH:8][c:9]([S:12][CH2:13][CH:14]=[C:15]([c:16]2[cH:17][cH:18][c:19]([Br:22])[cH:20][cH:21]2)[c:23]2[cH:24][cH:25][c:26]([Br:29])[cH:27][cH:28]2)[cH:10][cH:11]1)=[O:31].[CH3:35][CH2:36][OH:37].[ClH:34].[Na+:33].[OH-:32]>>[O:2]=[C:3]([CH2:4][O:5][c:6]1[c:7]([Cl:30])[cH:8][c:9]([S:12][CH2:13][CH:14]=[C:15]([c:16]2[cH:17][cH:18][c:19]([Br:22])[cH:20][cH:21]2)[c:23]2[cH:24][cH:25][c:26]([Br:29])[cH:27][cH:28]2)[cH:10][cH:11]1)[OH:31].